From a dataset of the Open Reaction Database (ORD), a public repository of structured organic reaction records. describe an organic reaction: reactants, conditions, products, and yield Reactants: BrC/C=C/C(=O)OCC (ethyl 4-bromocrotonate), N1=CC=CC=C1 (pyridine). The product is [Br-].C(\C=C\C)(=O)[O-].C(C)C1=NC=C[CH2+]=C1.C(C)C1=NC=C[CH2+]=C1 (ethyl 4-pyridiniumcrotonate bromide). Isolated yield 70.0%. Reaction SMILES: [Br:1][CH2:2]/[CH:3]=[CH:4]/[C:5]([O:7]CC)=[O:6].[N:10]1[CH:15]=[CH:14][CH:13]=[CH:12][CH:11]=1>>[Br-:1].[C:5]([O-:7])(=[O:6])/[CH:4]=[CH:3]/[CH3:2].[CH2:2]([C:11]1[CH:12]=[CH2+:13][CH:14]=[CH:15][N:10]=1)[CH3:3].[CH2:2]([C:11]1[CH:12]=[CH2+:13][CH:14]=[CH:15][N:10]=1)[CH3:3] |f:2.3.4.5|. Procedure details: The title compound was prepared as described in Example 1 from pyridine and ethyl 4-bromocrotonate in a yield of 70%.